Dataset: the Open Reaction Database (ORD), a public repository of structured organic reaction records. Task: describe an organic reaction: reactants, conditions, products, and yield Starting materials: O=C([O-])[O-], COc1ccc(-c2cnc(Cl)cc2NCC2(F)CCN(C(=O)OC(C)(C)C)CC2)cc1, [Cs+], [Cs+], N#Cc1cnc(N)cn1, C1COCCO1, O=C(C=Cc1ccccc1)C=Cc1ccccc1, O=C(C=Cc1ccccc1)C=Cc1ccccc1, O=C(C=Cc1ccccc1)C=Cc1ccccc1, [Pd], [Pd]. Yields the product COc1ccc(-c2cnc(Nc3cnc(C#N)cn3)cc2NCC2(F)CCN(C(=O)OC(C)(C)C)CC2)cc1. As a reaction SMILES: [C:10](=[O:11])([O-:12])[O-:13].[Cl:16][c:17]1[n:18][cH:19][c:20](-[c:39]2[cH:40][cH:41][c:42]([O:45][CH3:46])[cH:43][cH:44]2)[c:21]([NH:23][CH2:24][C:25]2([F:38])[CH2:26][CH2:27][N:28]([C:31](=[O:32])[O:33][C:34]([CH3:35])([CH3:36])[CH3:37])[CH2:29][CH2:30]2)[cH:22]1.[Cs+:14].[Cs+:15].[NH2:1][c:2]1[n:3][cH:4][c:5]([C:8]#[N:9])[n:6][cH:7]1.[O:103]1[CH2:104][CH2:105][O:106][CH2:107][CH2:108]1.[O:49]=[C:50]([CH:51]=[CH:52][c:53]1[cH:54][cH:55][cH:56][cH:57][cH:58]1)[CH:59]=[CH:60][c:61]1[cH:62][cH:63][cH:64][cH:65][cH:66]1.[O:67]=[C:68]([CH:69]=[CH:70][c:71]1[cH:72][cH:73][cH:74][cH:75][cH:76]1)[CH:77]=[CH:78][c:79]1[cH:80][cH:81][cH:82][cH:83][cH:84]1.[O:85]=[C:86]([CH:87]=[CH:88][c:89]1[cH:90][cH:91][cH:92][cH:93][cH:94]1)[CH:95]=[CH:96][c:97]1[cH:98][cH:99][cH:100][cH:101][cH:102]1.[Pd:47].[Pd:48]>>[NH:1]([c:2]1[n:3][cH:4][c:5]([C:8]#[N:9])[n:6][cH:7]1)[c:17]1[n:18][cH:19][c:20](-[c:39]2[cH:40][cH:41][c:42]([O:45][CH3:46])[cH:43][cH:44]2)[c:21]([NH:23][CH2:24][C:25]2([F:38])[CH2:26][CH2:27][N:28]([C:31](=[O:32])[O:33][C:34]([CH3:35])([CH3:36])[CH3:37])[CH2:29][CH2:30]2)[cH:22]1. Reactants: IC=1C=C(C=CC1)OC (3-Iodoanisole), C1(C=CCCC1)O (2-cyclohexen-1-ol), C([O-])(O)=O.[K+] (potassium bicarbonate). Reagents/catalysts: [Cl-].C(CCC)[N+](CCCC)(CCCC)CCCC (tetrabutylammonium chloride), C(C)(=O)[O-].[Pd+2].C(C)(=O)[O-] (palladium acetate). Run in C(C)#N (acetonitrile). Reaction conditions: temperature 60 celsius, time 80 hour. Yields the product COC=1C=C(C=CC1)C1CC(CCC1)=O (3-(3-methoxyphenyl) cyclohexanone). Yield: 19.6%. RXN SMILES: I[C:2]1[CH:3]=[C:4]([O:8][CH3:9])[CH:5]=[CH:6][CH:7]=1.[CH:10]1([OH:16])[CH2:15][CH2:14][CH2:13][CH:12]=[CH:11]1.C(=O)(O)[O-].[K+]>[Cl-].C([N+](CCCC)(CCCC)CCCC)CCC.C([O-])(=O)C.[Pd+2].C([O-])(=O)C.C(#N)C>[CH3:9][O:8][C:4]1[CH:3]=[C:2]([CH:12]2[CH2:13][CH2:14][CH2:15][C:10](=[O:16])[CH2:11]2)[CH:7]=[CH:6][CH:5]=1 |f:2.3,4.5,6.7.8|. Reported procedure: 3-Iodoanisole (75g), 2-cyclohexen-1-ol (15g), potassium bicarbonate (45 g), tetrabutylammonium chloride (45 g) and palladium acetate (1.8 g) were heated and stirred for 80 hours at an external temperature of 60° C. and under an argon air flow, using acetonitrile (300 ml) as the solvent. After concentrating the reaction solution under reduced pressure, an aqueous ammonium chloride solution was added and extraction was performed with diethyl ether. After washing the organic layer with saturated sa...